From a dataset of the Open Reaction Database (ORD), a public repository of structured organic reaction records. describe an organic reaction: reactants, conditions, products, and yield The reactants are C1(CCCCC1)CCC[C@H](CC(=O)OC(C)(C)C)C1=NC(=NO1)C(=O)N(C)CCCN(C)C (tert-butyl (3R)-6-cyclohexyl-3-(3-{[[3-(dimethylamino)propyl](methyl)amino]carbonyl}-1,2,4-oxadiazol-5-yl)hexanoate), FC(C(=O)O)(F)F (trifluoroacetic acid). Run in ClCCl (dichloromethane). Yield: 134.9%. Procedure details: A solution of tert-butyl (3R)-6-cyclohexyl-3-(3-{[[3-(dimethylamino)propyl](methyl)amino]carbonyl}-1,2,4-oxadiazol-5-yl)hexanoate (Preparation 83) (500 mg, 1.08 mmol) in dichloromethane (5 ml) was treated with trifluoroacetic acid (5 ml) and stirred at room temperature for 4.5 hours. The solvent was removed under reduced pressure and the residue azeotroped from dichloromethane. The residue was purified by column chromatography on silica gel eluting with a gradient system of 100:0 (dichloromethan... Yields the product C1(CCCCC1)CCC[C@H](CC(=O)O)C1=NC(=NO1)C(=O)N(C)CCCN(C)C ((3R)-6-Cyclohexyl-3-(3-{[[3-(dimethylamino)propyl](methyl)amino]carbonyl}-1,2,4-oxadiazol-5-yl)hexanoic Acid). RXN SMILES: [CH:1]1([CH2:7][CH2:8][CH2:9][C@@H:10]([C:19]2[O:23][N:22]=[C:21]([C:24]([N:26]([CH2:28][CH2:29][CH2:30][N:31]([CH3:33])[CH3:32])[CH3:27])=[O:25])[N:20]=2)[CH2:11][C:12]([O:14]C(C)(C)C)=[O:13])[CH2:6][CH2:5][CH2:4][CH2:3][CH2:2]1.FC(F)(F)C(O)=O>ClCCl>[CH:1]1([CH2:7][CH2:8][CH2:9][C@@H:10]([C:19]2[O:23][N:22]=[C:21]([C:24]([N:26]([CH2:28][CH2:29][CH2:30][N:31]([CH3:33])[CH3:32])[CH3:27])=[O:25])[N:20]=2)[CH2:11][C:12]([OH:14])=[O:13])[CH2:2][CH2:3][CH2:4][CH2:5][CH2:6]1. Reaction conditions: time 4.5 hour. Run in CCO (EtOH). Reaction SMILES: [CH3:1][S:2]([CH:5]=[CH2:6])(=[O:4])=[O:3].[Cl:7][C:8]1[CH:17]=[CH:16][C:15]2[CH2:14][NH:13][CH2:12][CH2:11][C:10]=2[N:9]=1>CCO>[Cl:7][C:8]1[CH:17]=[CH:16][C:15]2[CH2:14][N:13]([CH2:6][CH2:5][S:2]([CH3:1])(=[O:4])=[O:3])[CH2:12][CH2:11][C:10]=2[N:9]=1. Reaction conditions: temperature 60 celsius, time 2 hour. Isolated yield 90.0%. Yields the product ClC1=NC=2CCN(CC2C=C1)CCS(=O)(=O)C (2-chloro-6-(2-(methylsulfonyl)ethyl)-5,6,7,8-tetrahydro-1,6-naphthyridine). Reactants: CS(=O)(=O)C=C (Methylsulfonylethene), ClC1=NC=2CCNCC2C=C1 (2-chloro-5,6,7,8-tetrahydro-1,6-naphthyridine). Reported procedure: Methylsulfonylethene (commercially available from Sigma-Aldrich, St. Louis, Mo.) (142 mg, 1.33 mmol) was added dropwise to a solution of 2-chloro-5,6,7,8-tetrahydro-1,6-naphthyridine (150 mg, 0.89 mmol, commercially available from D-L Chiral Chemicals, ST-0143) in EtOH (10 mL). The reaction mixture was stirred at 60° C. for 2 hours, and then concentrated and purified by flash chromatography on silica gel eluting with 0% to 5% MeOH in DCM to give 2-chloro-6-(2-(methylsulfonyl)ethyl)-5,6,7,8-tetra...